This data is from the Open Reaction Database (ORD), a public repository of structured organic reaction records. The task is: describe an organic reaction: reactants, conditions, products, and yield Starting materials: OC1=C(C(=O)NCC2=NC=CC=C2)C=C(C=C1)OCC(F)(F)F (2-hydroxy-N-(2-pyridylmethyl)-5-(2,2,2-trifluoroethoxy)benzamide), COCCBr (2-bromoethyl methyl ether). Product: COCCOC1=C(C(=O)NCC2=NC=CC=C2)C=C(C=C1)OCC(F)(F)F (2-(2-methoxyethoxy)-N-(2-pyridylmethyl)-5-(2,2,2-trifluoroethoxy)benzamide). Isolated yield 67.6%. As a reaction SMILES: [OH:1][C:2]1[CH:17]=[CH:16][C:15]([O:18][CH2:19][C:20]([F:23])([F:22])[F:21])=[CH:14][C:3]=1[C:4]([NH:6][CH2:7][C:8]1[CH:13]=[CH:12][CH:11]=[CH:10][N:9]=1)=[O:5].[CH3:24][O:25][CH2:26][CH2:27]Br>>[CH3:24][O:25][CH2:26][CH2:27][O:1][C:2]1[CH:17]=[CH:16][C:15]([O:18][CH2:19][C:20]([F:23])([F:21])[F:22])=[CH:14][C:3]=1[C:4]([NH:6][CH2:7][C:8]1[CH:13]=[CH:12][CH:11]=[CH:10][N:9]=1)=[O:5]. Procedure details: Using the general method of Example I Part A, 6.5 g (0.02 mole) of 2-hydroxy-N-(2-pyridylmethyl)-5-(2,2,2-trifluoroethoxy)benzamide was reacted with 3.9 g (0.028 mole) of 2-bromoethyl methyl ether to give 5.2 g of white crystalline 2-(2-methoxyethoxy)-N-(2-pyridylmethyl)-5-(2,2,2-trifluoroethoxy)benzamide, m.p. 104°-107° C. The product is C(C)(=O)NCCC=1C=CC=C2C=CC(=CC12)OCCCCCOC1=CC=C2C=CC=C(C2=C1)CCNC(C)=O (N-[2-(7-{[5-({8-[2-(Acetylamino)ethyl]-2-naphthyl}oxy)pentyl]oxy}-1-naphthyl)ethyl]acetamide). As a reaction SMILES: [Na].[CH:2]1[CH:3]=[CH:4][C:5]2[C:6](=[CH:8][CH:9]=[CH:10][C:11]=2O)[CH:7]=1.CS([O:17][CH2:18][CH2:19][CH2:20][CH2:21][CH2:22][O:23][C:24]1[CH:33]=[CH:32][C:31]2[C:26](=[C:27]([CH2:34][CH2:35][NH:36][C:37](=[O:39])[CH3:38])[CH:28]=[CH:29][CH:30]=2)[CH:25]=1)(=O)=O.Cl>O.CO>[C:37]([NH:36][CH2:35][CH2:34][C:11]1[CH:10]=[CH:9][CH:8]=[C:6]2[C:5]=1[CH:4]=[C:3]([O:17][CH2:18][CH2:19][CH2:20][CH2:21][CH2:22][O:23][C:24]1[CH:25]=[C:26]3[C:31]([CH:30]=[CH:29][CH:28]=[C:27]3[CH2:34][CH2:35][NH:36][C:37](=[O:39])[CH3:38])=[CH:32][CH:33]=1)[CH:2]=[CH:7]2)(=[O:39])[CH3:38] |^1:0|. Starting materials: [Na] (sodium), CS(=O)(=O)OCCCCCOC1=CC2=C(C=CC=C2C=C1)CCNC(C)=O (5-({8-[2-(Acetylamino)ethyl]-2-naphthyl}oxy)pentyl methanesulphonate), [Na] (sodium), C=1C=CC=2C(C1)=CC=CC2O (naphthol), Cl (hydrochloric acid). Procedure details: In a 100 ml round-bottomed flask containing 30 ml of methanol, add sodium (0.07 g 0.0030 at. g.) in small portions. When the sodium has been completely used up, add naphthol (0.82 g, 3.6 mmol). Stir using a magnetic stirrer for 20 minutes. Remove the methanol by evaporation under reduced pressure. Take up the resulting residue in 15 ml of dimethylformamide. Add the compound obtained in Step C (1.2 g, 3 mmol) and heat at reflux for 12 hours. Allow the reaction mixture to cool and pour it into a m... The solvent is CO (methanol), O (water). The reactants are CCOC(C)=O, N#Cc1ccc(N2C3CCC2CC(NC(=O)CCCl)C3)c2ccccc12, ClCCl, [I-], [Na+], c1c[nH]cn1. The product is N#Cc1ccc(N2C3CCC2CC(NC(=O)CCn2ccnc2)C3)c2ccccc12, Cl. RXN SMILES: [CH3:37][CH2:38][O:39][C:40](=[O:41])[CH3:42].[Cl:1][CH2:2][CH2:3][C:4](=[O:5])[NH:6][CH:7]1[CH2:8][CH:9]2[CH2:10][CH2:11][CH:12]([CH2:13]1)[N:14]2[c:15]1[cH:16][cH:17][c:18]([C:25]#[N:26])[c:19]2[cH:20][cH:21][cH:22][cH:23][c:24]12.[Cl:34][CH2:35][Cl:36].[I-:33].[Na+:32].[nH:27]1[cH:28][n:29][cH:30][cH:31]1>>[CH2:2]([CH2:3][C:4](=[O:5])[NH:6][CH:7]1[CH2:8][CH:9]2[CH2:10][CH2:11][CH:12]([CH2:13]1)[N:14]2[c:15]1[cH:16][cH:17][c:18]([C:25]#[N:26])[c:19]2[cH:20][cH:21][cH:22][cH:23][c:24]12)[n:27]1[cH:28][n:29][cH:30][cH:31]1.[ClH:1]. Reactants: ClC1=CC=NC(=C1C(=O)OC)C(F)(F)F (methyl 4-chloro-2-(trifluoromethyl)nicotinate), [N-]=[N+]=[N-].[Na+] (sodium azide). The solvent is O (water), CN(C)C=O (DMF). Reaction conditions: temperature 45 celsius, time 1 hour. Yields the product N(=[N+]=[N-])C1=CC=NC(=C1C(=O)OC)C(F)(F)F (Methyl 4-azido-2-(trifluoromethyl)nicotinate). Isolated yield 94.8%. Reaction SMILES: Cl[C:2]1[C:7]([C:8]([O:10][CH3:11])=[O:9])=[C:6]([C:12]([F:15])([F:14])[F:13])[N:5]=[CH:4][CH:3]=1.[N-:16]=[N+:17]=[N-:18].[Na+]>CN(C=O)C.O>[N:16]([C:2]1[C:7]([C:8]([O:10][CH3:11])=[O:9])=[C:6]([C:12]([F:15])([F:14])[F:13])[N:5]=[CH:4][CH:3]=1)=[N+:17]=[N-:18] |f:1.2|. Reported procedure: To a stirred solution of methyl 4-chloro-2-(trifluoromethyl)nicotinate (9.75 g, 40.7 mmol) in DMF (300 mL) is added sodium azide (21.2 g, 326 mmol). The solution is warmed to 45° C. for 3 hours and then to 50° C. for 1 hour. The reaction is diluted with water (300 mL) and extracted with ether-pentane (1:1, ca. 1 L). The organic layer is back extracted with water (3×). The organic layer is dried over anhydrous magnesium sulfate, filtered and concentrated in vacuo to afford 9.50 g (95%) of the tit... Starting materials: NC1=NC(=CC(=N1)N1CCC2(C[C@H](N(C2)C(=O)OCC2=CC=CC=C2)C(=O)OCC)CC1)O[C@@H](C(F)(F)F)C1=C(C=C(C=C1)Cl)Br ((S)-2-benzyl 3-ethyl 8-(2-amino-6-((R)-1-(2-bromo-4-chlorophenyl)-2,2,2-trifluoroethoxy)pyrimidin-4-yl)-2,8-diazaspiro[4.5]decane-2,3-dicarboxylate), O1CCOCC1 (dioxane), CC1(OB(OC1(C)C)C=1C=C(C=CC1)S(=O)(=O)N)C (3-(4,4,5,5-tetramethyl-1,3,2-dioxaborolan-2-yl)benzenesulfonamide), KHCO3. The reagents and catalysts are C1=CC=C(C=C1)P([C-]2C=CC=C2)C3=CC=CC=C3.C1=CC=C(C=C1)P([C-]2C=CC=C2)C3=CC=CC=C3.Cl[Pd]Cl.[Fe+2].C(Cl)Cl (PdCl2(dppf) CH2Cl2). Solvent: O (water). Conditions: temperature 100 celsius. Product: NC1=NC(=CC(=N1)N1CCC2(C[C@H](N(C2)C(=O)OCC2=CC=CC=C2)C(=O)OCC)CC1)O[C@@H](C(F)(F)F)C1=C(C=C(C=C1)Cl)C1=CC(=CC=C1)S(N)(=O)=O ((S)-2-benzyl 3-ethyl 8-(2-amino-6-((R)-1-(5-chloro-3′-sulfamoyl-[1,1′-biphenyl]-2-yl)-2,2,2-trifluoroethoxy)pyrimidin-4-yl)-2,8-diazaspiro[4.5]decane-2,3-dicarboxylate). RXN SMILES: [NH2:1][C:2]1[N:7]=[C:6]([N:8]2[CH2:32][CH2:31][C:11]3([CH2:15][N:14]([C:16]([O:18][CH2:19][C:20]4[CH:25]=[CH:24][CH:23]=[CH:22][CH:21]=4)=[O:17])[C@H:13]([C:26]([O:28][CH2:29][CH3:30])=[O:27])[CH2:12]3)[CH2:10][CH2:9]2)[CH:5]=[C:4]([O:33][C@H:34]([C:39]2[CH:44]=[CH:43][C:42]([Cl:45])=[CH:41][C:40]=2Br)[C:35]([F:38])([F:37])[F:36])[N:3]=1.O1CCOCC1.CC1(C)C(C)(C)OB([C:61]2[CH:62]=[C:63]([S:67]([NH2:70])(=[O:69])=[O:68])[CH:64]=[CH:65][CH:66]=2)O1>C1C=CC(P(C2C=CC=CC=2)[C-]2C=CC=C2)=CC=1.C1C=CC(P(C2C=CC=CC=2)[C-]2C=CC=C2)=CC=1.Cl[Pd]Cl.[Fe+2].C(Cl)Cl.O>[NH2:1][C:2]1[N:7]=[C:6]([N:8]2[CH2:32][CH2:31][C:11]3([CH2:15][N:14]([C:16]([O:18][CH2:19][C:20]4[CH:25]=[CH:24][CH:23]=[CH:22][CH:21]=4)=[O:17])[C@H:13]([C:26]([O:28][CH2:29][CH3:30])=[O:27])[CH2:12]3)[CH2:10][CH2:9]2)[CH:5]=[C:4]([O:33][C@H:34]([C:39]2[CH:44]=[CH:43][C:42]([Cl:45])=[CH:41][C:40]=2[C:61]2[CH:66]=[CH:65][CH:64]=[C:63]([S:67](=[O:69])(=[O:68])[NH2:70])[CH:62]=2)[C:35]([F:38])([F:37])[F:36])[N:3]=1 |f:3.4.5.6.7|. Procedure: To a solution of (S)-2-benzyl 3-ethyl 8-(2-amino-6-((R)-1-(2-bromo-4-chlorophenyl)-2,2,2-trifluoroethoxy)pyrimidin-4-yl)-2,8-diazaspiro[4.5]decane-2,3-dicarboxylate (500 mg, 0.688 mmol) in 10:1 dioxane:water (11 mL) was added 3-(4,4,5,5-tetramethyl-1,3,2-dioxaborolan-2-yl)benzenesulfonamide (195 mg, 0.7 mmol), KHCO3 (207 mg, 2.06 mmol), and PdCl2(dppf)-CH2Cl2 (56 mg, 0.069 mmol). The reaction was heated to 100° C. for 15 h, cooled to RT, and concentrated in vacuo. The residue was diluted with wa...